From a dataset of the Open Reaction Database (ORD), a public repository of structured organic reaction records. describe an organic reaction: reactants, conditions, products, and yield The reactants are F[B-](F)(F)F, CC(C)(C)c1ccc(CNCCc2ccc(F)c(F)c2)cc1, CCN(C(C)C)C(C)C, O=C(O)c1c(F)ccc2cc[nH]c12, CN(C)C=O, O, CN(C)C(On1nnc2ccccc21)=[N+](C)C. The product is CC(C)(C)c1ccc(CN(CCc2ccc(F)c(F)c2)C(=O)c2c(F)ccc3cc[nH]c23)cc1. As a reaction SMILES: [B-:14]([F:15])([F:16])([F:17])[F:18].[C:45]([CH3:46])([CH3:47])([CH3:48])[c:49]1[cH:50][cH:51][c:52]([CH2:53][NH:54][CH2:55][CH2:56][c:57]2[cH:58][c:59]([F:64])[c:60]([F:63])[cH:61][cH:62]2)[cH:65][cH:66]1.[CH:36]([N:37]([CH2:38][CH3:39])[CH:40]([CH3:41])[CH3:42])([CH3:43])[CH3:44].[F:1][c:2]1[cH:3][cH:4][c:5]2[cH:6][cH:7][nH:8][c:9]2[c:10]1[C:11](=[O:12])[OH:13].[O:67]=[CH:68][N:69]([CH3:70])[CH3:71].[OH2:72].[n:19]1([O:20][C:21]([N:22]([CH3:23])[CH3:24])=[N+:25]([CH3:26])[CH3:27])[c:28]2[cH:29][cH:30][cH:31][cH:32][c:33]2[n:34][n:35]1>>[F:1][c:2]1[cH:3][cH:4][c:5]2[cH:6][cH:7][nH:8][c:9]2[c:10]1[C:11](=[O:13])[N:54]([CH2:53][c:52]1[cH:51][cH:50][c:49]([C:45]([CH3:46])([CH3:47])[CH3:48])[cH:66][cH:65]1)[CH2:55][CH2:56][c:57]1[cH:58][c:59]([F:64])[c:60]([F:63])[cH:61][cH:62]1.